Task: describe an organic reaction: reactants, conditions, products, and yield. Dataset: the Open Reaction Database (ORD), a public repository of structured organic reaction records Reactants: C([O-])([O-])=O.[Na+].[Na+] (Sodium carbonate), tetrakis triphenylphosphine palladium, O1CCOCC1 (1,4-dioxane), ClC1=NC(=C2N=CN(C2=N1)CC1CC1)N1CCOCC1 (2-chloro-9-(cyclopropylmethyl)-6-morpholin-4-yl-9H-purine), CNC1=NC=C(C=N1)B1OC(C)(C)C(C)(C)O1 (2-methylaminopyrimidine-5-boronic acid pinacol ester). Solvent: C(C)(=O)OCC (ethyl acetate), O (water), O (water). The product is C1(CC1)CN1C2=NC(=NC(=C2N=C1)N1CCOCC1)C=1C=NC(=NC1)NC (5-[9-(Cyclopropylmethyl)-6-morpholin-4-yl-9H-purin-2-yl]-N-methylpyrimidin-2-amine). Yield: 60.6%. Reaction SMILES: C(=O)([O-])[O-].[Na+].[Na+].O1CCOCC1.Cl[C:14]1[N:22]=[C:21]2[C:17]([N:18]=[CH:19][N:20]2[CH2:23][CH:24]2[CH2:26][CH2:25]2)=[C:16]([N:27]2[CH2:32][CH2:31][O:30][CH2:29][CH2:28]2)[N:15]=1.[CH3:33][NH:34][C:35]1[N:40]=[CH:39][C:38](B2OC(C)(C)C(C)(C)O2)=[CH:37][N:36]=1>C(OCC)(=O)C.O>[CH:24]1([CH2:23][N:20]2[CH:19]=[N:18][C:17]3[C:21]2=[N:22][C:14]([C:38]2[CH:37]=[N:36][C:35]([NH:34][CH3:33])=[N:40][CH:39]=2)=[N:15][C:16]=3[N:27]2[CH2:32][CH2:31][O:30][CH2:29][CH2:28]2)[CH2:26][CH2:25]1 |f:0.1.2|. Procedure details: Sodium carbonate (2.40 g, 22.7 mmol) and tetrakis triphenylphosphine palladium (0.44 g, 0.38 mmol) were added to a 1,4-dioxane (44.0 ml)-water (22.0 ml) mixture solution of 2-chloro-9-(cyclopropylmethyl)-6-morpholin-4-yl-9H-purine (2.22 g, 7.56 mmol) and 2-methylaminopyrimidine-5-boronic acid pinacol ester (2.31 g, 9.82 mmol) at room temperature and the resulting mixture was heated to reflux for 3.5 hours in an argon atmosphere. The reaction mixture was left standing to cool and then poured into... Starting materials: CCNCC, O=C(Cl)C=CCCl. Product: CCN(CC)C(=O)C=CCCl. RXN SMILES: [CH2:8]([CH3:9])[NH:10][CH2:11][CH3:12].[Cl:1][CH2:2][CH:3]=[CH:4][C:5](=[O:6])[Cl:7]>>[Cl:1][CH2:2][CH:3]=[CH:4][C:5](=[O:6])[N:10]([CH2:8][CH3:9])[CH2:11][CH3:12]. Starting materials: BrC1=CC(=C(C=C1)C)[N+](=O)[O-] (4-bromo-2-nitrotoluene), O (water), [Mn](=O)(=O)(=O)[O-].[K+] (Potassium permanganate). Run at temperature 97 celsius. The product is BrC1=CC(=C(C(=O)O)C=C1)[N+](=O)[O-] (4-bromo-2-nitrobenzoic acid). As a reaction SMILES: [Br:1][C:2]1[CH:7]=[CH:6][C:5]([CH3:8])=[C:4]([N+:9]([O-:11])=[O:10])[CH:3]=1.[Mn]([O-])(=O)(=O)=[O:13].[K+].[OH2:18]>>[Br:1][C:2]1[CH:7]=[CH:6][C:5]([C:8]([OH:13])=[O:18])=[C:4]([N+:9]([O-:11])=[O:10])[CH:3]=1 |f:1.2|. Procedure: A suspension of 4-bromo-2-nitrotoluene (50 g) in water was heated to 97° C. Potassium permanganate (240 g) was then added over a period of 4.5 hours. The resulting suspension was heated at reflux overnight. The mixture was filtered whilst hot (through ‘HYFLO’ silica). The filter cake was washed through with boiling water. The cooled filtrates were washed with diethyl ether then acidified to pH 1 with concentrated hydrochloric acid. The resulting suspension was cooled in ice water and then filter... The reactants are C(C1=CC=CC=C1)=NC(C(=O)OCC)CC (Ethyl 2-benzylideneaminobutyrate), C(CCC)I (butyl iodide), ice, [Cl-].[NH4+] (ammonium chloride), C(C)OCC (diethyl ether), [H-].[Na+] (Sodium hydride). The solvent is CN(C=O)C (DMF), CN(C=O)C (DMF), O (water), CN(C=O)C (N,N-Dimethylformamide). Run at time 2 hour. The product is C(C1=CC=CC=C1)=NC(C(=O)OCC)(CCCC)CC (Ethyl 2-benzylideneamino-2-ethylhexanoate). Reaction SMILES: [H-].[Na+].[CH:3](=[N:10][CH:11]([CH2:17][CH3:18])[C:12]([O:14][CH2:15][CH3:16])=[O:13])[C:4]1[CH:9]=[CH:8][CH:7]=[CH:6][CH:5]=1.[CH2:19](I)[CH2:20]CC.[Cl-].[NH4+].[CH2:26](OCC)[CH3:27]>CN(C)C=O.O>[CH:3](=[N:10][C:11]([CH2:26][CH3:27])([CH2:17][CH2:18][CH2:19][CH3:20])[C:12]([O:14][CH2:15][CH3:16])=[O:13])[C:4]1[CH:9]=[CH:8][CH:7]=[CH:6][CH:5]=1 |f:0.1,4.5|. Procedure: Sodium hydride (32.49 g, 60% dispersion in oil) and N,N-Dimethylformamide (DMF) (700 ml) were stirred under nitrogen at room temperature and a solution of the product from (b) (178.13 g) in DMF was added dropwise. After 2 hours stirring at room temperature, a solution of butyl iodide (149.48 g) in DMF was added dropwise and the reaction left stirring for a further 2 hours. The reaction was poured into an ice cold mixture of water (560 ml), diethyl ether (300 ml) and ammonium chloride (120 g). Th... Reactants: COC1=C(C(=O)OC)C=C(C=C1)C1=CSC=C1 (Methyl 2-Methoxy-5-(thiophene-3-yl)benzoate), [OH-].[Li+] (Lithium hydroxide). Solvent: C1(=CC=CC=C1)C.C(C)O.O (toluene ethanol water). Run at time 8 hour. Product: COC1=C(C(=O)O)C=C(C=C1)C1=CSC=C1 (2-Methoxy-5-(thiophene-3-yl)benzoic acid). Reaction SMILES: [CH3:1][O:2][C:3]1[CH:12]=[CH:11][C:10]([C:13]2[CH:17]=[CH:16][S:15][CH:14]=2)=[CH:9][C:4]=1[C:5]([O:7]C)=[O:6].[OH-].[Li+]>C1(C)C=CC=CC=1.C(O)C.O>[CH3:1][O:2][C:3]1[CH:12]=[CH:11][C:10]([C:13]2[CH:17]=[CH:16][S:15][CH:14]=2)=[CH:9][C:4]=1[C:5]([OH:7])=[O:6] |f:1.2,3.4.5|. Reported procedure: Methyl 2-Methoxy-5-(thiophene-3-yl)benzoate (124 mg) was dissolved in a solvent mixture of tetrahydrofuran/methanol/water (2/1/1, 3 ml). Lithium hydroxide (53 mg) was added to the obtained solution, and they were stirred overnight. The solvent was evaporated, and the residue was added to 3 N hydrochloric acid. The white solid thus precipitated was taken by the filtration as the title compound. The reactants are C(C1=CC=CC=C1)(=O)Cl (benzoyl chloride), Cl.COC([C@@H](NC(C(F)(F)F)=O)CC1=CC(=C(C(=C1)Cl)OCCCN)Cl)=O (O-(3-aminopropyl)-3,5-dichloro-N-trifluoroacetyl-L-tyrosine methyl ester hydrochloride), C([O-])(O)=O.[Na+] (sodium bicarbonate), O (water). The solvent is C(C)(=O)OCC (ethyl acetate), C(C)(=O)OCC (ethyl acetate), C(C)(=O)OCC (ethyl acetate). Product: COC([C@@H](NC(C(F)(F)F)=O)CC1=CC(=C(C(=C1)Cl)OCCCNC(C1=CC=CC=C1)=O)Cl)=O (O-(3-benzoylaminopropyl)-3,5-dichloro-N-trifluoroacetyl-L-tyrosine methyl ester). Yield: 105.3%. Reaction SMILES: [C:1](Cl)(=[O:8])[C:2]1[CH:7]=[CH:6][CH:5]=[CH:4][CH:3]=1.Cl.[CH3:11][O:12][C:13](=[O:36])[C@H:14]([CH2:22][C:23]1[CH:28]=[C:27]([Cl:29])[C:26]([O:30][CH2:31][CH2:32][CH2:33][NH2:34])=[C:25]([Cl:35])[CH:24]=1)[NH:15][C:16](=[O:21])[C:17]([F:20])([F:19])[F:18].C(=O)(O)[O-].[Na+].O>C(OCC)(=O)C>[CH3:11][O:12][C:13](=[O:36])[C@H:14]([CH2:22][C:23]1[CH:24]=[C:25]([Cl:35])[C:26]([O:30][CH2:31][CH2:32][CH2:33][NH:34][C:1](=[O:8])[C:2]2[CH:7]=[CH:6][CH:5]=[CH:4][CH:3]=2)=[C:27]([Cl:29])[CH:28]=1)[NH:15][C:16](=[O:21])[C:17]([F:20])([F:18])[F:19] |f:1.2,3.4|. Procedure details: A solution of benzoyl chloride (94 mg, 0.669 mmol) in ethyl acetate (2 ml) was added dropwise to a two-layer solution of O-(3-aminopropyl)-3,5-dichloro-N-trifluoroacetyl-L-tyrosine methyl ester hydrochloride (209 mg, 0.461 mmol) and sodium bicarbonate (150 mg, 1.79 mmol) in ethyl acetate (3 ml)-water (2 ml) with stirring under ice cooling and the mixture was stirred at the same temperature for 1 hr. The reaction mixture was diluted with ethyl acetate (20 ml) and the organic layer was separated, ... The reactants are FC1=CC=C(C#N)C=C1 (4-fluorobenzonitrile), N1CCCCC1 (piperidine). Product: N1(CCCCC1)C1=CC=C(C#N)C=C1 (4-Piperidinobenzonitrile). RXN SMILES: F[C:2]1[CH:9]=[CH:8][C:5]([C:6]#[N:7])=[CH:4][CH:3]=1.[NH:10]1[CH2:15][CH2:14][CH2:13][CH2:12][CH2:11]1>>[N:10]1([C:2]2[CH:9]=[CH:8][C:5]([C:6]#[N:7])=[CH:4][CH:3]=2)[CH2:15][CH2:14][CH2:13][CH2:12][CH2:11]1. Procedure details: According to a similar manner to that in Reference Example 12, the title compound was synthesized from 4-fluorobenzonitrile and piperidine. The reactants are OC=1C(=C(C(=O)OC)C=CC1[N+](=O)[O-])CC(=C)C (methyl 3-hydroxy-2-(2-methylallyl)-4-nitro-benzoate), FC(S(=O)(=O)O)(F)F (trifluoromethanesulfonic acid). Solvent: ClCCCl (1,2-dichloroethane). Reaction conditions: time 2 hour. Yields the product CC1(OC=2C(C1)=C(C=CC2[N+](=O)[O-])C(=O)OC)C (methyl 2,2-dimethyl-7-nitro-3H-benzofuran-4-carboxylate). The yield is 32.1%. Reaction SMILES: [OH:1][C:2]1[C:3]([CH2:15][C:16]([CH3:18])=[CH2:17])=[C:4]([CH:9]=[CH:10][C:11]=1[N+:12]([O-:14])=[O:13])[C:5]([O:7][CH3:8])=[O:6].FC(F)(F)S(O)(=O)=O>ClCCCl>[CH3:17][C:16]1([CH3:18])[CH2:15][C:3]2=[C:4]([C:5]([O:7][CH3:8])=[O:6])[CH:9]=[CH:10][C:11]([N+:12]([O-:14])=[O:13])=[C:2]2[O:1]1. Reported procedure: Methyl 3-hydroxy-2-(2-methylallyl)-4-nitro-benzoate 4b (2.58 g, 10.30 mmol) was dissolved in 50 mL 1,2-dichloroethane followed by the addition of trifluoromethanesulfonic acid (77 mg, 0.50 mmol). The reaction solution was stirred for 2 hours and concentrated under reduced pressure. The resulting residue was purified by silica gel column chromatography to obtain the title compound methyl 2,2-dimethyl-7-nitro-3H-benzofuran-4-carboxylate 4c (0.83 g, yield: 32.1%) as a yellow solid.